This data is from the Open Reaction Database (ORD), a public repository of structured organic reaction records. The task is: describe an organic reaction: reactants, conditions, products, and yield The reactants are CC(C)(C)[Si](C)(C)Cl, O, Oc1ccc(O)cc1, c1c[nH]cn1. Product: CC(C)(C)[Si](C)(C)Oc1ccc(O)cc1. As a reaction SMILES: [C:14]([CH3:15])([CH3:16])([CH3:17])[Si:18]([CH3:19])([CH3:20])[Cl:21].[OH2:22].[OH:6][c:7]1[cH:8][cH:9][c:10]([OH:11])[cH:12][cH:13]1.[nH:1]1[cH:2][cH:3][n:4][cH:5]1>>[O:6]([c:7]1[cH:8][cH:9][c:10]([OH:11])[cH:12][cH:13]1)[Si:18]([C:14]([CH3:15])([CH3:16])[CH3:17])([CH3:19])[CH3:20]. Run in CN(C)C=O (DMF). Reactants: C([O-])([O-])=O.[Cs+].[Cs+] (cesium carbonate), C[Si](CCOCCl)(C)C (2-(trimethylsilyl)ethoxymethyl chloride), IC1=NNC2=CC=C(C=C12)C=O (3-Iodo-1H-indazole-5-carbaldehyde). Run at time 12 hour. Reaction SMILES: [I:1][C:2]1[C:10]2[C:5](=[CH:6][CH:7]=[C:8]([CH:11]=[O:12])[CH:9]=2)[NH:4][N:3]=1.C(=O)([O-])[O-].[Cs+].[Cs+].[CH3:19][Si:20]([CH3:27])([CH3:26])[CH2:21][CH2:22][O:23][CH2:24]Cl>CN(C=O)C>[I:1][C:2]1[C:10]2[C:5](=[CH:6][CH:7]=[C:8]([CH:11]=[O:12])[CH:9]=2)[N:4]([CH2:24][O:23][CH2:22][CH2:21][Si:20]([CH3:27])([CH3:26])[CH3:19])[N:3]=1 |f:1.2.3|. Procedure: 21.6 g (79.5 mmol) 3-iodo-1H-indazole-5-carbaldehyde (Example 4A), dissolved in DMF (100 ml), and 31.1 g (95.4 mmol) cesium carbonate were slowly treated with 15.9 g (95.4 mmol) 2-(trimethylsilyl)ethoxymethyl chloride at 0° C. The mixture was warmed to room temperature, and stirring was continued for 12 h. The solids were then filtered off, and the filtrate was evaporated to dryness yielding the title compound (26.4 g, 82% of th.). The product is IC1=NN(C2=CC=C(C=C12)C=O)COCC[Si](C)(C)C (3-Iodo-1-{[2-(trimethylsilyl)ethoxy]methyl}-1H-indazole-5-carbaldehyde). Yield: 82.5%. Starting materials: CN(C)C=O, CCOC(C)=O, Clc1cccc2nccn12, [H-], [Na+], O, O=C(c1cccs1)N1CCC(O)CC1. Product: O=C(c1cccs1)N1CCC(Oc2cccc3nccn23)CC1. RXN SMILES: [CH3:28][N:29]([CH3:30])[CH:31]=[O:32].[CH3:33][CH2:34][O:35][C:36](=[O:37])[CH3:38].[Cl:17][c:18]1[cH:19][cH:20][cH:21][c:22]2[n:23]1[cH:24][cH:25][n:26]2.[H-:1].[Na+:2].[OH2:27].[s:3]1[c:4]([C:8](=[O:9])[N:10]2[CH2:11][CH2:12][CH:13]([OH:16])[CH2:14][CH2:15]2)[cH:5][cH:6][cH:7]1>>[s:3]1[c:4]([C:8](=[O:9])[N:10]2[CH2:11][CH2:12][CH:13]([O:16][c:18]3[cH:19][cH:20][cH:21][c:22]4[n:23]3[cH:24][cH:25][n:26]4)[CH2:14][CH2:15]2)[cH:5][cH:6][cH:7]1. The reactants are C1=CC=CC=C1 (benzene), CC1=NCCC2=CC(=C(C=C12)OC)OC (1-methyl-6,7-dimethoxy-3,4-dihydroisoquinoline), CC[O-].[Na+] (sodium ethylate), C=O (paraformaldehyde). Yields the product OCC(C1=NCCC2=CC(=C(C=C12)OC)OC)CO (1-[bis(hydroxymethyl)-methyl]-6,7-dimethoxy-3,4-dihydroisoquinoline). RXN SMILES: [CH2:1]=[O:2].C1C=CC=CC=1.[CH3:9][C:10]1[C:19]2[C:14](=[CH:15][C:16]([O:22][CH3:23])=[C:17]([O:20][CH3:21])[CH:18]=2)[CH2:13][CH2:12][N:11]=1.C[CH2:25][O-:26].[Na+]>>[OH:2][CH2:1][CH:9]([CH2:25][OH:26])[C:10]1[C:19]2[C:14](=[CH:15][C:16]([O:22][CH3:23])=[C:17]([O:20][CH3:21])[CH:18]=2)[CH2:13][CH2:12][N:11]=1 |f:3.4|. Reported procedure: To a solution of 2.5 moles of paraformaldehyde in 500 ml. of benzene 1 mole (205.3 g) of 1-methyl-6,7-dimethoxy-3,4-dihydroisoquinoline and subsequently freshly prepared sodium ethylate (1 g sodium+50 ml ethanol) are added at room temperature, with stirring. The reaction mixture is refluxed for 4 hours. The mixture is then evaporated under reduced pressure, and the obtained crystalline material is recrystallized from a mixture of acetone and ether. The aimed compound is obtained which has the sa... Reactants: Cl.C(C)OC(=O)C1NCCCC1 (2-piperidinecarboxylic acid ethyl ester hydrochloride), ClCCCN1C2=C(CCC3=C1C=CC=C3)C=CC=C2 (5-(3-chloropropyl)-10,11-dihydro-5H-dibenzo[b,f]azepine), C([O-])([O-])=O.[K+].[K+] (potassium carbonate), [I-].[K+] (potassium iodide). Run in C(C)#N (acetonitrile), O (Water), CN(C=O)C (N,N-dimethylformamide). The product is C(C)OC(=O)C1N(CCCC1)CCCN1C2=C(CCC3=C1C=CC=C3)C=CC=C2 (1-(3-(10,11-dihydro-5H-dibenz[b,f]azepin-5-yl)-1-propyl)-2-piperidinecarboxylic acid ethyl ester). Isolated yield 97.0%. As a reaction SMILES: Cl.[CH2:2]([O:4][C:5]([CH:7]1[CH2:12][CH2:11][CH2:10][CH2:9][NH:8]1)=[O:6])[CH3:3].Cl[CH2:14][CH2:15][CH2:16][N:17]1[C:23]2[CH:24]=[CH:25][CH:26]=[CH:27][C:22]=2[CH2:21][CH2:20][C:19]2[CH:28]=[CH:29][CH:30]=[CH:31][C:18]1=2.[I-].[K+].C(=O)([O-])[O-].[K+].[K+]>O.CN(C)C=O.C(#N)C>[CH2:2]([O:4][C:5]([CH:7]1[CH2:12][CH2:11][CH2:10][CH2:9][N:8]1[CH2:14][CH2:15][CH2:16][N:17]1[C:23]2[CH:24]=[CH:25][CH:26]=[CH:27][C:22]=2[CH2:21][CH2:20][C:19]2[CH:28]=[CH:29][CH:30]=[CH:31][C:18]1=2)=[O:6])[CH3:3] |f:0.1,3.4,5.6.7|. Reported procedure: A mixture of 2-piperidinecarboxylic acid ethyl ester hydrochloride (0.60 g, 0.003 mol), acetonitrile (10 ml), 5-(3-chloropropyl)-10,11-dihydro-5H-dibenzo[b,f]azepine (0.60 g, 0.002 mol, prepared similarly as described in example 1), potassium iodide (0.40 g, 0.002 mol), potassium carbonate (1.03 g, 0.008 mol) and N,N-dimethylformamide (5 ml) was heated at reflux temperature for 85 h. Water (50 ml) was added, and the aqueous solution was extracted with ethyl acetate (3×20 ml). The combined organi... Reactants: solution, N(=O)[O-].[Na+] (sodium nitrite), BrC1=CC=CC=2N1N=C(C2)OC (7-bromo-2-methoxypyrazolo[1,5-a]pyridine). Solvent: C(C)(=O)O (acetic acid). Reaction conditions: time 30 minute. Yields the product BrC1=CC=CC=2N1N=C(C2N=O)OC (7-bromo-2-methoxy-3-nitrosopyrazolo[1,5-a]pyridine). Reaction SMILES: [Br:1][C:2]1[N:7]2[N:8]=[C:9]([O:11][CH3:12])[CH:10]=[C:6]2[CH:5]=[CH:4][CH:3]=1.[N:13]([O-])=[O:14].[Na+]>C(O)(=O)C>[Br:1][C:2]1[N:7]2[N:8]=[C:9]([O:11][CH3:12])[C:10]([N:13]=[O:14])=[C:6]2[CH:5]=[CH:4][CH:3]=1 |f:1.2|. Procedure details: After dissolving 7-bromo-2-methoxypyrazolo[1,5-a]pyridine (400 mg) in acetic acid (4 mL), an aqueous solution (2 mL) containing sodium nitrite (134 mg) was added and the mixture was stirred at room temperature for 30 minutes. The precipitated crystals were collected by filtration and washed with water. After dissolving the obtained crude 7-bromo-2-methoxy-3-nitrosopyrazolo[1,5-a]pyridine, without further purification, in 1,2-dimethoxyethane (40 mL) and water (20 mL), 4,6-dimethyl-2-methoxyphenyl...